From a dataset of the Open Reaction Database (ORD), a public repository of structured organic reaction records. describe an organic reaction: reactants, conditions, products, and yield The reactants are ClC1=C(CCCC1=O)C1C(N(CCCC1)C)=O (3-(2-chloro-3-oxocyclohex-1-enyl)-hexahydro-1-methylazepin-2-one), Br (HBr), O (water). Run in C(C)(=O)O (acetic acid), C(C)(=O)O (acetic acid), C(C)(=O)O (acetic acid). Product: OC=1C=C(C=CC1)C1C(N(CCCC1)C)=O (Hexahydro-3-(3-hydroxyphenyl)-1-methyl-2H-azepin-2-one). Reaction SMILES: Cl[C:2]1[C:7](=[O:8])[CH2:6][CH2:5][CH2:4][C:3]=1[CH:9]1[CH2:15][CH2:14][CH2:13][CH2:12][N:11]([CH3:16])[C:10]1=[O:17].Br.O>C(O)(=O)C>[OH:8][C:7]1[CH:2]=[C:3]([CH:9]2[CH2:15][CH2:14][CH2:13][CH2:12][N:11]([CH3:16])[C:10]2=[O:17])[CH:4]=[CH:5][CH:6]=1. Procedure: Using acetic acid as solvent. A solution of 3-(2-chloro-3-oxocyclohex-1-enyl)-hexahydro-1-methylazepin-2-one (5.12 g) in glacial acetic acid (50 ml) was treated with 48% HBr in acetic acid (2 ml). After 12 hours the reaction mixture was poured on to water and the resulting precipitate removed by filtration to yield the title compound m.p. 192°-3° C. (EtOAc). Starting materials: ClCC1=CC2=NC=CC=C2S1 (2-(Chloromethyl)thieno[3,2-b]pyridine), N.CO (NH3 methanol). Reaction conditions: temperature 50 celsius, time 16 hour. Product: S1C(=CC2=NC=CC=C21)CN (Thieno[3,2-b]pyridin-2-ylmethanamine). RXN SMILES: Cl[CH2:2][C:3]1[S:11][C:10]2[C:5](=[N:6][CH:7]=[CH:8][CH:9]=2)[CH:4]=1.[NH3:12].CO>>[S:11]1[C:10]2[C:5](=[N:6][CH:7]=[CH:8][CH:9]=2)[CH:4]=[C:3]1[CH2:2][NH2:12] |f:1.2|. Procedure details: 2-(Chloromethyl)thieno[3,2-b]pyridine (C-5) (183 mg, 1 mmol) was dissolved in NH3/methanol (7 N, 10 mL). The resulting mixture was stirred at 50° C. for 16 hours and concentrated. The residue was purified by chromatography. MS (m/z): 165 (M+1)+.